Dataset: the Open Reaction Database (ORD), a public repository of structured organic reaction records. Task: describe an organic reaction: reactants, conditions, products, and yield Reactants: O=C(CCBr)c1ccccc1, OCCO, Cc1ccc(S(=O)(=O)O)cc1, c1ccccc1. Product: BrCCC1(c2ccccc2)OCCO1. As a reaction SMILES: [Br:16][CH2:17][CH2:18][C:19](=[O:20])[c:21]1[cH:22][cH:23][cH:24][cH:25][cH:26]1.[OH:12][CH2:13][CH2:14][OH:15].[c:1]1([CH3:2])[cH:3][cH:4][c:5]([S:6]([OH:7])(=[O:8])=[O:9])[cH:10][cH:11]1.[cH:27]1[cH:28][cH:29][cH:30][cH:31][cH:32]1>>[O:12]1[CH2:13][CH2:14][O:15][C:19]1([CH2:18][CH2:17][Br:16])[c:21]1[cH:22][cH:23][cH:24][cH:25][cH:26]1. Reactants: C(C)(=O)OCC=1NC=C(C(C1)=O)SC(C)(C)C ({5-[(1,1-dimethylethyl)thio]-4-oxo-1,4-dihydro-2-pyridinyl}methyl acetate), Cl (hydrochloric acid). Run at temperature 80 celsius. The product is Cl.OCC1NC=C(C(=C1)O)S (2-(Hydroxymethyl)-5-mercapto-4(1H)-pyridinol hydrochloride salt). RXN SMILES: C([O:4][CH2:5][C:6]1[NH:7][CH:8]=[C:9]([S:13]C(C)(C)C)[C:10](=[O:12])[CH:11]=1)(=O)C.[ClH:18]>>[ClH:18].[OH:4][CH2:5][CH:6]1[CH:11]=[C:10]([OH:12])[C:9]([SH:13])=[CH:8][NH:7]1 |f:2.3|. Procedure details: A mixture of {5-[(1,1-dimethylethyl)thio]-4-oxo-1,4-dihydro-2-pyridinyl}methyl acetate (240 mg, 0.94 mmol) and concentrated hydrochloric acid (2 ml) was heated to 80° C. overnight. The solvent was evaporated affording a pale yellow solid.